Dataset: the Open Reaction Database (ORD), a public repository of structured organic reaction records. Task: describe an organic reaction: reactants, conditions, products, and yield Starting materials: [BH4-], C[O-], CCO, O=C(CCl)c1ccc(Br)c(F)c1, [Na+], [Na+], O. Yields the product Fc1cc(C2CO2)ccc1Br. RXN SMILES: [BH4-:13].[CH3:15][O-:16].[CH3:19][CH2:20][OH:21].[Cl:1][CH2:2][C:3](=[O:4])[c:5]1[cH:6][c:7]([F:12])[c:8]([Br:11])[cH:9][cH:10]1.[Na+:14].[Na+:17].[OH2:18]>>[CH2:2]1[CH:3]([c:5]2[cH:6][c:7]([F:12])[c:8]([Br:11])[cH:9][cH:10]2)[O:4]1. The reactants are CCO, COC(=O)c1ccccc1F, NN, O. Yields the product NNC(=O)c1ccccc1F. As a reaction SMILES: [CH3:15][CH2:16][OH:17].[F:1][c:2]1[c:3]([C:4](=[O:5])[O:6][CH3:7])[cH:8][cH:9][cH:10][cH:11]1.[NH2:13][NH2:14].[OH2:12]>>[F:1][c:2]1[c:3]([C:4](=[O:5])[NH:13][NH2:14])[cH:8][cH:9][cH:10][cH:11]1. Starting materials: BrC(Br)(Br)Br, COC(=O)c1cc(CO)ccc1Cc1ccc(F)cc1, c1ccc(P(c2ccccc2)c2ccccc2)cc1. The product is COC(=O)c1cc(CBr)ccc1Cc1ccc(F)cc1. RXN SMILES: [C:20]([Br:21])([Br:22])([Br:23])[Br:24].[OH:25][CH2:26][c:27]1[cH:28][cH:29][c:30]([CH2:37][c:38]2[cH:39][cH:40][c:41]([F:44])[cH:42][cH:43]2)[c:31]([C:32](=[O:33])[O:34][CH3:35])[cH:36]1.[c:1]1([P:2]([c:3]2[cH:4][cH:5][cH:6][cH:7][cH:8]2)[c:9]2[cH:10][cH:11][cH:12][cH:13][cH:14]2)[cH:15][cH:16][cH:17][cH:18][cH:19]1>>[CH2:20]([Br:24])[c:27]1[cH:28][cH:29][c:30]([CH2:37][c:38]2[cH:39][cH:40][c:41]([F:44])[cH:42][cH:43]2)[c:31]([C:32](=[O:33])[O:34][CH3:35])[cH:36]1.